Task: describe an organic reaction: reactants, conditions, products, and yield. Dataset: the Open Reaction Database (ORD), a public repository of structured organic reaction records Starting materials: NC1=C(C=CC(=C1)C=1SC=CC1)NC(OC(C)(C)C)=O (tert-Butyl 2-amino-4-(thiophen-2-yl)phenylcarbamate), C(=O)C1=CC=C(C=C1)/C=C/C(=O)O ((E)-3-(4-formylphenyl)acrylic acid), CN(C=O)C (dimethyl formamide), S(=O)(Cl)Cl (thionyl chloride). The reagents and catalysts are CN(C1=CC=NC=C1)C (4-dimethylamino pyridine). Solvent: C(Cl)Cl (DCM), O (H2O), ClCCCl (1,2-dichloroethane). Run at temperature 67 celsius, time 3 hour. The product is C(=O)C1=CC=C(C=C1)/C=C/C(=O)NC1=C(C=CC(=C1)C=1SC=CC1)NC(OC(C)(C)C)=O ((E)-tert-Butyl 2-(3-(4-formylphenyl)acrylamido)-4-(thiophen-2-yl)phenyl-carbamate). Isolated yield 24.2%. As a reaction SMILES: [CH:1]([C:3]1[CH:8]=[CH:7][C:6](/[CH:9]=[CH:10]/[C:11]([OH:13])=O)=[CH:5][CH:4]=1)=[O:2].S(Cl)(Cl)=O.CN(C)C=O.[NH2:23][C:24]1[CH:29]=[C:28]([C:30]2[S:31][CH:32]=[CH:33][CH:34]=2)[CH:27]=[CH:26][C:25]=1[NH:35][C:36](=[O:42])[O:37][C:38]([CH3:41])([CH3:40])[CH3:39]>ClCCCl.CN(C)C1C=CN=CC=1.O.C(Cl)Cl>[CH:1]([C:3]1[CH:4]=[CH:5][C:6](/[CH:9]=[CH:10]/[C:11]([NH:23][C:24]2[CH:29]=[C:28]([C:30]3[S:31][CH:32]=[CH:33][CH:34]=3)[CH:27]=[CH:26][C:25]=2[NH:35][C:36](=[O:42])[O:37][C:38]([CH3:40])([CH3:39])[CH3:41])=[O:13])=[CH:7][CH:8]=1)=[O:2]. Procedure: A suspension of (E)-3-(4-formylphenyl)acrylic acid 93 (1.046 g, 5.94 mmol) in 1,2-dichloroethane (30 mL) was treated with neat thionyl chloride (SOCl2) (0.9 mL, 12.3 mmol) and stirred at 67° C. then dimethyl formamide (0.3 mL) was slowly added; and the reaction mixture was allowed to stir at 67° C. for 30 min, cooled to room temperature, concentrated, diluted with dry benzene (40 mL) and concentrated again. The yellow residue was stored under vacuum for 3 h then suspended in pyridine (25 mL) and... The product is CCOC(=O)c1ccc2c(c1)NC(=O)C2. Starting materials: CCOC(=O)c1ccc(CC(=O)O)c([N+](=O)[O-])c1, C, CC(=O)O, [H][H], O, [Pd]. Reaction SMILES: [C:1](=[O:2])([CH2:4][c:5]1[c:6]([N+:16]([O-:3])=[O:17])[cH:7][c:8]([C:9](=[O:10])[O:11][CH2:12][CH3:13])[cH:14][cH:15]1)[OH:18].[C:26].[CH3:22][C:23](=[O:24])[OH:25].[H:19][H:20].[OH2:21].[Pd:27]>>[C:1]1(=[O:2])[CH2:4][c:5]2[c:6]([cH:7][c:8]([C:9](=[O:10])[O:11][CH2:12][CH3:13])[cH:14][cH:15]2)[NH:16]1. The reactants are N1C(=NC=C1)C(=O)C=1C=CC2=C(CC3=C(NC(NC3=O)=S)O2)C1 (7-(Imidazolylcarbonyl)-(1H,3H,5H)-(1)-benzopyrano-(2,3-d)-pyrimidine-4-one-2-thione), C(CCC)N (n-butylamine), Cl (HCl). Run in CN(C=O)C (dimethylformamide). Run at time 8 hour. The product is C(CCC)NC(=O)C=1C=CC2=C(CC3=C(NC(NC3=O)=S)O2)C1 (7-(n-butylaminocarbonyl)-(1H,3H,5H)-(1)-benzopyrano-(2,3-d)-pyrimidine-4-one-2-thione). As a reaction SMILES: N1C=CN=C1[C:6]([C:8]1[CH:9]=[CH:10][C:11]2[O:22][C:15]3[NH:16][C:17](=[S:21])[NH:18][C:19](=[O:20])[C:14]=3[CH2:13][C:12]=2[CH:23]=1)=[O:7].[CH2:24]([NH2:28])[CH2:25][CH2:26][CH3:27].Cl>CN(C)C=O>[CH2:24]([NH:28][C:6]([C:8]1[CH:9]=[CH:10][C:11]2[O:22][C:15]3[NH:16][C:17](=[S:21])[NH:18][C:19](=[O:20])[C:14]=3[CH2:13][C:12]=2[CH:23]=1)=[O:7])[CH2:25][CH2:26][CH3:27]. Procedure: 7-(Imidazolylcarbonyl)-(1H,3H,5H)-(1)-benzopyrano-(2,3-d)-pyrimidine-4-one-2-thione (1 g.) is suspended in dry dimethylformamide (60 ml.) and n-butylamine (1.1 g.) is added. The mixture is stirred at room temperature overnight then at 70° C. for 11/2 hours. The product is added to dilute HCl and the solid is collected, washed with water, ethanol and ether and dried to yield the desired 7-(n-butylaminocarbonyl)-(1H,3H,5H)-(1)-benzopyrano-(2,3-d)-pyrimidine-4-one-2-thione. Reactants: B, CCOC(C)=O, O=C(O)c1ccc2c(c1)Sc1ccccc1NC2=O, C1CCOC1, O. Yields the product O=C1Nc2ccccc2Sc2cc(CO)ccc21. RXN SMILES: [BH3:20].[CH3:21][CH2:22][O:23][C:24](=[O:25])[CH3:26].[O:1]=[C:2]1[NH:3][c:4]2[c:5]([cH:16][cH:17][cH:18][cH:19]2)[S:6][c:7]2[c:8]1[cH:9][cH:10][c:11]([C:13](=[O:14])[OH:15])[cH:12]2.[O:27]1[CH2:28][CH2:29][CH2:30][CH2:31]1.[OH2:32]>>[O:1]=[C:2]1[NH:3][c:4]2[c:5]([cH:16][cH:17][cH:18][cH:19]2)[S:6][c:7]2[c:8]1[cH:9][cH:10][c:11]([CH2:13][OH:14])[cH:12]2.